From a dataset of the Open Reaction Database (ORD), a public repository of structured organic reaction records. describe an organic reaction: reactants, conditions, products, and yield Starting materials: Cn1nc(-c2cc(CBr)c(Cl)cc2F)c(Cl)c1C(F)(F)F, CC(=O)[O-], [Na+], CN(C)C=O, O. Product: Cn1nc(-c2cc(CO)c(Cl)cc2F)c(Cl)c1C(F)(F)F. As a reaction SMILES: [Br:1][CH2:2][c:3]1[c:4]([Cl:21])[cH:5][c:6]([F:20])[c:7](-[c:9]2[n:10][n:11]([CH3:19])[c:12]([C:15]([F:16])([F:17])[F:18])[c:13]2[Cl:14])[cH:8]1.[CH3:23][C:24]([O-:25])=[O:26].[Na+:22].[O:28]=[CH:29][N:30]([CH3:31])[CH3:32].[OH2:27]>>[CH2:2]([c:3]1[c:4]([Cl:21])[cH:5][c:6]([F:20])[c:7](-[c:9]2[n:10][n:11]([CH3:19])[c:12]([C:15]([F:16])([F:17])[F:18])[c:13]2[Cl:14])[cH:8]1)[OH:25]. Starting materials: BrC=1C=NC=C(C1)F (3-bromo-5-fluoro-pyridine), C(C)I (Ethyl iodide), C(CCC)[Li] (n-butyl lithium), C(C)(C)NC(C)C (diisopropyl amine). Solvent: O1CCCC1 (tetrahydrofuran), O1CCCC1 (tetrahydrofuran). Run at temperature 0 celsius, time 30 minute. Yields the product BrC=1C=NC=C(C1CC)F (3-bromo-5-fluoro-4-ethyl pyridine). As a reaction SMILES: [CH2:1]([Li])[CH2:2]CC.C(NC(C)C)(C)C.[Br:13][C:14]1[CH:15]=[N:16][CH:17]=[C:18]([F:20])[CH:19]=1.C(I)C>O1CCCC1>[Br:13][C:14]1[CH:15]=[N:16][CH:17]=[C:18]([F:20])[C:19]=1[CH2:1][CH3:2]. Procedure details: n-butyl lithium (92.3 mL, 0.147 mol, 1.6 M) was added to a solution of diisopropyl amine (20.1 mL, 0.147 mol) in tetrahydrofuran (120 mL) at −78° C. and allowed to stir for 30 min at 0° C. The reaction mixture was cooled to −78° C. and a solution of 3-bromo-5-fluoro-pyridine (20.0 g, 0.113 mol) in tetrahydrofuran (20 mL) was added and stirred for 30 min. Ethyl iodide (8.85 mL, 0.124 mol) was added to reaction mixture and allowed to stir at room temperature for 2 h. The reaction mixture was quenc... The reactants are ClC1=CC2=C(OC3=C([C@H]4N2C(O[C@H]4C4=CC=NC=C4)=O)C=CC=C3)C=C1 ((-)-trans-6-chloro-1,13b-dihydro-1-(4-pyridyl)-3H-dibenz[b,f]oxazolo[3,4-d][1,4]oxazepin-3-one). Solvent: O (H2O). The product is ClC1=CC2=C(OC3=C([C@@H]4N2C(O[C@H]4C4=CC=NC=C4)=O)C=CC=C3)C=C1 (cis-6-chloro-1,13b-dihydro-1-(4 -pyridyl)-3H-dibenz[b,f]-oxazolo[3,4-d][1,4]oxazepin-3-one). As a reaction SMILES: [Cl:1][C:2]1[CH:26]=[CH:25][C:5]2[O:6][C:7]3[CH:24]=[CH:23][CH:22]=[CH:21][C:8]=3[C@@H:9]3[C@H:13]([C:14]4[CH:19]=[CH:18][N:17]=[CH:16][CH:15]=4)[O:12][C:11](=[O:20])[N:10]3[C:4]=2[CH:3]=1>O>[Cl:1][C:2]1[CH:26]=[CH:25][C:5]2[O:6][C:7]3[CH:24]=[CH:23][CH:22]=[CH:21][C:8]=3[C@H:9]3[C@H:13]([C:14]4[CH:15]=[CH:16][N:17]=[CH:18][CH:19]=4)[O:12][C:11](=[O:20])[N:10]3[C:4]=2[CH:3]=1. Reported procedure: (-)-trans-6-chloro-1,13b-dihydro-1-(4-pyridyl)-3H-dibenz[b,f]oxazolo[3,4-d][1,4]oxazepin-3-one 6b specific rotation -50.2° @ 589 nM; Analysis Calculated for C20H13N2O3Cl×1.5 H2O: C, 61.31; H, 4.12; N, 7.15. Found: C, 61.38; H, 4.13; N, 6.82. The reactants are C=C[Sn](CCCC)(CCCC)CCCC, Nc1nc(I)nc2c1ncn2C1OC(CO)C(O)C1O, CN(C)C=O. Product: C=Cc1nc(N)c2ncn(C3OC(CO)C(O)C3O)c2n1. As a reaction SMILES: [CH:21](=[CH2:22])[Sn:23]([CH2:24][CH2:25][CH2:26][CH3:27])([CH2:28][CH2:29][CH2:30][CH3:31])[CH2:32][CH2:33][CH2:34][CH3:35].[I:1][c:2]1[n:3][c:4]([NH2:20])[c:5]2[n:6][cH:7][n:8]([CH:9]3[CH:10]([OH:11])[CH:12]([OH:13])[CH:14]([CH2:15][OH:16])[O:17]3)[c:18]2[n:19]1.[O:36]=[CH:37][N:38]([CH3:39])[CH3:40]>>[c:2]1([CH:21]=[CH2:22])[n:3][c:4]([NH2:20])[c:5]2[n:6][cH:7][n:8]([CH:9]3[CH:10]([OH:11])[CH:12]([OH:13])[CH:14]([CH2:15][OH:16])[O:17]3)[c:18]2[n:19]1. Reactants: COC(=O)c1cccnc1C(=O)c1ccc(F)cc1, [H-], [Na+], CN(C)C=O, c1c[nH]cn1. As a reaction SMILES: [C:1](=[O:2])([O:3][CH3:4])[c:5]1[c:6]([C:11]([c:12]2[cH:13][cH:14][c:15]([F:18])[cH:16][cH:17]2)=[O:19])[n:7][cH:8][cH:9][cH:10]1.[H-:21].[Na+:20].[O:27]=[CH:28][N:29]([CH3:30])[CH3:31].[nH:22]1[cH:23][n:24][cH:25][cH:26]1>>[C:1](=[O:2])([O:3][CH3:4])[c:5]1[c:6]([C:11]([c:12]2[cH:13][cH:14][c:15](-[n:22]3[cH:23][n:24][cH:25][cH:26]3)[cH:16][cH:17]2)=[O:19])[n:7][cH:8][cH:9][cH:10]1. Product: COC(=O)c1cccnc1C(=O)c1ccc(-n2ccnc2)cc1. Reactants: O=C(Nc1ccc(S(=O)(=O)Nc2ccc3c(c2)B(O)OC3)c(Br)c1)C(F)(F)F, CO, N. Product: Nc1ccc(S(=O)(=O)Nc2ccc3c(c2)B(O)OC3)c(Br)c1. As a reaction SMILES: [Br:1][c:2]1[cH:3][c:4]([NH:22][C:23](=[O:24])[C:25]([F:26])([F:27])[F:28])[cH:5][cH:6][c:7]1[S:8]([NH:9][c:10]1[cH:11][cH:12][c:13]2[c:14]([cH:19]1)[B:15]([OH:18])[O:16][CH2:17]2)(=[O:20])=[O:21].[CH3:30][OH:31].[NH3:29]>>[Br:1][c:2]1[cH:3][c:4]([NH2:22])[cH:5][cH:6][c:7]1[S:8]([NH:9][c:10]1[cH:11][cH:12][c:13]2[c:14]([cH:19]1)[B:15]([OH:18])[O:16][CH2:17]2)(=[O:20])=[O:21]. The reactants are [Al+3], CCCCCC=CCCCCCCC(=O)OC, CCOCC, [H-], [H-], [H-], [H-], [Li+], [Na+], [OH-], O. Yields the product CCCCCC=CCCCCCCCO. RXN SMILES: [Al+3:2].[C:7]([CH2:8][CH2:9][CH2:10][CH2:11][CH2:12][CH2:13][CH:14]=[CH:15][CH2:16][CH2:17][CH2:18][CH2:19][CH3:20])(=[O:21])[O:22][CH3:23].[CH3:27][CH2:28][O:29][CH2:30][CH3:31].[H-:1].[H-:4].[H-:5].[H-:6].[Li+:3].[Na+:26].[OH-:25].[OH2:24]>>[CH2:7]([CH2:8][CH2:9][CH2:10][CH2:11][CH2:12][CH2:13][CH:14]=[CH:15][CH2:16][CH2:17][CH2:18][CH2:19][CH3:20])[OH:21]. The reactants are COC(=O)C=Cc1ccc(N(Cc2cccc(OC3CCCCO3)c2)S(=O)(=O)c2c(C)cc(C)cc2C)cc1, CO, O=C[O-], [NH4+], [Pd]. The product is COC(=O)CCc1ccc(N(Cc2cccc(OC3CCCCO3)c2)S(=O)(=O)c2c(C)cc(C)cc2C)cc1. As a reaction SMILES: [CH3:1][O:2][C:3]([CH:4]=[CH:5][c:6]1[cH:7][cH:8][c:9]([N:12]([S:13](=[O:14])(=[O:15])[c:16]2[c:17]([CH3:24])[cH:18][c:19]([CH3:23])[cH:20][c:21]2[CH3:22])[CH2:25][c:26]2[cH:27][c:28]([O:32][CH:33]3[O:34][CH2:35][CH2:36][CH2:37][CH2:38]3)[cH:29][cH:30][cH:31]2)[cH:10][cH:11]1)=[O:39].[CH3:44][OH:45].[CH:40]([O-:41])=[O:42].[NH4+:43].[Pd:46]>>[CH3:1][O:2][C:3]([CH2:4][CH2:5][c:6]1[cH:7][cH:8][c:9]([N:12]([S:13](=[O:14])(=[O:15])[c:16]2[c:17]([CH3:24])[cH:18][c:19]([CH3:23])[cH:20][c:21]2[CH3:22])[CH2:25][c:26]2[cH:27][c:28]([O:32][CH:33]3[O:34][CH2:35][CH2:36][CH2:37][CH2:38]3)[cH:29][cH:30][cH:31]2)[cH:10][cH:11]1)=[O:39]. Starting materials: C(C)(C)(C)OC(=O)N[C@@H](CSC)C(=O)OC(=O)OCC (ethoxycarbonyl N-(tert-butoxycarbonyl)-S-methylcysteinate), [BH4-].[Na+] (sodium borohydride). Run in [Cl-].[NH4+] (ammonium chloride), CO (methanol). Run at time 2 hour. Yields the product OCC(CSC)NC(OC(C)(C)C)=O (tert-butyl [1-hydroxy-3-(methylsulfanyl)propan-2-yl]carbamate). As a reaction SMILES: [C:1]([O:5][C:6]([NH:8][C@H:9]([C:13](OC(OCC)=O)=[O:14])[CH2:10][S:11][CH3:12])=[O:7])([CH3:4])([CH3:3])[CH3:2].[BH4-].[Na+]>CO.[Cl-].[NH4+]>[OH:14][CH2:13][CH:9]([NH:8][C:6](=[O:7])[O:5][C:1]([CH3:3])([CH3:2])[CH3:4])[CH2:10][S:11][CH3:12] |f:1.2,4.5|. Reported procedure: To a solution of ethoxycarbonyl N-(tert-butoxycarbonyl)-S-methylcysteinate (18.5 g, 60.3 mmol) in methanol (300 mL) was added sodium borohydride (9.12 g, 0.240 mol) at 0° C., and then the reaction mixture was allowed to warm to ambient temperature. After 2 hours, the reaction mixture was diluted with saturated aqueous ammonium chloride solution and extracted with ethyl acetate. The combined organic layers were washed with brine, dried over sodium sulfate, filtered, and concentrated under reduced...